Dataset: the Open Reaction Database (ORD), a public repository of structured organic reaction records. Task: describe an organic reaction: reactants, conditions, products, and yield Reactants: CN(C)C=O, Cl, COC(=O)C(CCC(F)(F)C(F)(F)F)S(=O)(=O)CCC(F)(F)F, [H-], CCI, [Na+]. Product: CCC(CCC(F)(F)C(F)(F)F)(C(=O)OC)S(=O)(=O)CCC(F)(F)F. Reaction SMILES: [CH3:30][N:31]([CH3:32])[CH:33]=[O:34].[ClH:29].[F:4][C:5]([CH2:6][CH2:7][CH:8]([C:9](=[O:10])[O:11][CH3:12])[S:13](=[O:14])(=[O:15])[CH2:16][CH2:17][C:18]([F:19])([F:20])[F:21])([C:22]([F:23])([F:24])[F:25])[F:26].[H-:27].[I:1][CH2:2][CH3:3].[Na+:28]>>[CH2:2]([CH3:3])[C:8]([CH2:7][CH2:6][C:5]([F:4])([C:22]([F:23])([F:24])[F:25])[F:26])([C:9](=[O:10])[O:11][CH3:12])[S:13](=[O:14])(=[O:15])[CH2:16][CH2:17][C:18]([F:19])([F:20])[F:21].